From a dataset of the Open Reaction Database (ORD), a public repository of structured organic reaction records. describe an organic reaction: reactants, conditions, products, and yield Reactants: Cc1c(CCC(=O)O)c[nH]c1C=O, C1CCNCC1, COc1ccc2c(c1)NC(=O)C2, CCO. Product: COc1ccc2c(c1)NC(=O)C2=Cc1[nH]cc(CCC(=O)O)c1C. Reaction SMILES: [C:1](=[O:2])([OH:3])[CH2:4][CH2:5][c:6]1[c:7]([CH3:13])[c:8]([CH:11]=[O:12])[nH:9][cH:10]1.[CH2:26]1[CH2:27][CH2:28][NH:29][CH2:30][CH2:31]1.[CH3:14][O:15][c:16]1[cH:17][cH:18][c:19]2[c:23]([cH:24]1)[NH:22][C:21](=[O:25])[CH2:20]2.[CH3:32][CH2:33][OH:34]>>[C:1](=[O:2])([OH:3])[CH2:4][CH2:5][c:6]1[c:7]([CH3:13])[c:8]([CH:11]=[C:20]2[c:19]3[cH:18][cH:17][c:16]([O:15][CH3:14])[cH:24][c:23]3[NH:22][C:21]2=[O:25])[nH:9][cH:10]1. Starting materials: C(N)(=O)C1=CC=CC=2NC(=NC21)C2=CC=C(S2)C2N(CCCC2)C(=O)OCC2=CC=CC=C2 (benzyl 2-(5-(4-carbamoyl-1H-benzimidazol-2-yl)thiophen-2-yl)piperidine-1-carboxylate). Solvent: C(=O)(C(F)(F)F)O (TFA). Product: N1C(CCCC1)C1=CC=C(S1)C1=NC2=C(N1)C=CC=C2C(=O)N (2-(5-piperidin-2-ylthien-2-yl)-1H-benzimidazole-4-carboxamide). Reaction SMILES: [C:1]([C:4]1[C:12]2[N:11]=[C:10]([C:13]3[S:17][C:16]([CH:18]4[CH2:23][CH2:22][CH2:21][CH2:20][N:19]4C(OCC4C=CC=CC=4)=O)=[CH:15][CH:14]=3)[NH:9][C:8]=2[CH:7]=[CH:6][CH:5]=1)(=[O:3])[NH2:2]>C(O)(C(F)(F)F)=O>[NH:19]1[CH2:20][CH2:21][CH2:22][CH2:23][CH:18]1[C:16]1[S:17][C:13]([C:10]2[NH:9][C:8]3[CH:7]=[CH:6][CH:5]=[C:4]([C:1]([NH2:2])=[O:3])[C:12]=3[N:11]=2)=[CH:14][CH:15]=1. Reported procedure: A solution of EXAMPLE 28E (0.21 g) in TFA (10 mL) was stirred at ambient temperature overnight and concentrated. The concentrate was purified by HPLC (Zorbax, C-18, Mobile phase A: 0.1% TFA in water; B: 0.1% TFA in acetonitrile; 0-100% gradient). 1H NMR (DMSO-d6) δ 1.62-1.76 (m, 1H), 1.84-1.96 (m, 2H), 2.00-2.08 (m, 1H), 2.10-2.20 (m, 1H), 2.19-2.28 (m, 1H), 3.06-3.13 (m, 1H), 3.34-3.47 (m, 1H), 4.36-4.50 (m, 1H), 7.02 (s, 1H), 7.28 (t, J=7.9 Hz, 1H), 7.38 (d, J=4.0 Hz, 1H), 7.65 (d, J=7.0 Hz, 1... Starting materials: C(C1=CC=CC=C1)OC1(C(N=C2C(OCCN2C1=O)(C)C)C=1N(C(=C(N1)Cl)CC1=CC=C(C=C1)F)C)O (3-(benzyloxy)-2-(4-chloro-5-(4-fluorobenzyl)-1-methyl-1H-imidazol-2-yl)-3-hydroxy-9,9-dimethyl-6,7-dihydropyrimido[2,1-c][1,4]oxazin-4(9H)-one), C(=O)[O-].[NH4+] (ammonium formate). The reagents and catalysts are [Pd] (Pd/C). The solvent is CCO (EtOH). Conditions: time 4 hour. The product is FC1=CC=C(CC2=CN=C(N2C)C=2N=C3C(OCCN3C(C2O)=O)(C)C)C=C1 (2-(5-(4-Fluorobenzyl)-1-methyl-1H-imidazol-2-yl)-3-hydroxy-9,9-dimethyl-6,7-dihydropyrimido[2,1-c][1,4]oxazin-4(9H)-one). The yield is 53.4%. Reaction SMILES: C([O:8][C:9]1(O)[C:18](=[O:19])[N:17]2[C:12]([C:13]([CH3:21])([CH3:20])[O:14][CH2:15][CH2:16]2)=[N:11][CH:10]1[C:22]1[N:23]([CH3:36])[C:24]([CH2:28][C:29]2[CH:34]=[CH:33][C:32]([F:35])=[CH:31][CH:30]=2)=[C:25](Cl)[N:26]=1)C1C=CC=CC=1.C([O-])=O.[NH4+]>CCO.[Pd]>[F:35][C:32]1[CH:31]=[CH:30][C:29]([CH2:28][C:24]2[N:23]([CH3:36])[C:22]([C:10]3[N:11]=[C:12]4[N:17]([C:18](=[O:19])[C:9]=3[OH:8])[CH2:16][CH2:15][O:14][C:13]4([CH3:21])[CH3:20])=[N:26][CH:25]=2)=[CH:34][CH:33]=1 |f:1.2|. Procedure: To a solution of 3-(benzyloxy)-2-(4-chloro-5-(4-fluorobenzyl)-1-methyl-1H-imidazol-2-yl)-3-hydroxy-9,9-dimethyl-6,7-dihydropyrimido[2,1-c][1,4]oxazin-4(9H)-one (0.02 g, 0.039 mmol, 1.0 equiv) in EtOH (1 mL) was added ammonium formate (0.04 g, 0.634 mmol, 16 equiv) and 10% Pd/C (0.04 g, 0.376 mmol, 9.6 equiv). After stirring 4 h, LCMS analysis indicated complete conversion to product. The reaction was then filtered through celite and concentrated in vacuo. The crude product was purified by silica... The reactants are [OH-].[Na+] (sodium hydroxide), CC1=CC=C(C=C1)S(=O)(=O)OC2=CC=CC=CC2=O (tropolone tosylate), CC(C)(C)C(=N)N.Cl (tert-butylcarbamidine hydrochloride), [NH4+].[Cl-] (NH4Cl). Reagents/catalysts: [Br-].C(CCC)[N+](CCCC)(CCCC)CCCC (tetrabutylammonium bromide). Run in O (water), C1(=CC=CC=C1)C (toluene). Reaction conditions: temperature 30 celsius. The product is CC(C)(C)C1=NC2=C(N1)C=CC=CC2=O (2-(1,1-dimethylethyl)cyclohepta[d]imidazol-4(1H)-one). The yield is 103.8%. As a reaction SMILES: [OH-].[Na+].CC1C=CC(S(O[C:14]2[C:20](=[O:21])[CH:19]=[CH:18][CH:17]=[CH:16][CH:15]=2)(=O)=O)=CC=1.[CH3:22][C:23]([C:26]([NH2:28])=[NH:27])([CH3:25])[CH3:24].Cl.[NH4+].[Cl-]>O.C1(C)C=CC=CC=1.[Br-].C([N+](CCCC)(CCCC)CCCC)CCC>[CH3:22][C:23]([C:26]1[NH:28][C:15]2[CH:16]=[CH:17][CH:18]=[CH:19][C:20](=[O:21])[C:14]=2[N:27]=1)([CH3:25])[CH3:24] |f:0.1,3.4,5.6,9.10|. Procedure details: To a mixture of sodium hydroxide 30% in water (12.06 g) and toluene (20 mL), tropolone tosylate (2.5 g), tert-butylcarbamidine hydrochloride (1.236 g) and tetrabutylammonium bromide (1.167 g) were added successively and the RM was stirred and heated at 30° C. for 1 hour. The reaction mixture was cooled down to room temp, diluted with an excess of sat. aq. NH4Cl solution and then extracted with EtOAc (3×50 ml). The combined organics were dried (hydrophobic frit) and concentrated under vacuum. The... Reactants: C(C)(=O)Cl (acetyl chloride), NC1=CC=NN(C1=O)C (5-amino-1-methyl-6-pyridazone). Run in O1CCOCC1 (dioxane), N1=CC=CC=C1 (pyridine). Reaction conditions: temperature 25 celsius, time 12 hour. Yields the product C(C)(=O)NC1=CC=NN(C1=O)C (5-acetylamino-1-methyl-6-pyridazone). Yield: 58.0%. Reaction SMILES: [C:1](Cl)(=[O:3])[CH3:2].[NH2:5][C:6]1[C:11](=[O:12])[N:10]([CH3:13])[N:9]=[CH:8][CH:7]=1>O1CCOCC1.N1C=CC=CC=1>[C:1]([NH:5][C:6]1[C:11](=[O:12])[N:10]([CH3:13])[N:9]=[CH:8][CH:7]=1)(=[O:3])[CH3:2]. Reported procedure: A solution of 2.7 ml of acetyl chloride in 20 ml of dioxane was added dropwise to a solution of 4.0 g (0.032 mol) of 5-amino-1-methyl-6-pyridazone in 100 ml of pyridine. After stirring for 12 hours at 25° C., the solvent was distilled off under reduced pressure, and the residue was taken up with methylene chloride, washed with sodium bicarbonate solution and dried. After the solvent had been stripped off under reduced pressure and the residue stirred with a small amount of diisopropyl ether, the... The reactants are ClC=1C=C(CN)C=CC1N (3-Chloro-4-aminobenzylamine), ICl (iodine monochloride). Solvent: CO (methanol). Run at time 1 hour. Product: ClC=1C=C(CN)C=C(C1N)I (3-chloro-4-amino-5-iodobenzylamine). Isolated yield 41.5%. RXN SMILES: [Cl:1][C:2]1[CH:3]=[C:4]([CH:7]=[CH:8][C:9]=1[NH2:10])[CH2:5][NH2:6].[I:11]Cl>CO>[Cl:1][C:2]1[CH:3]=[C:4]([CH:7]=[C:8]([I:11])[C:9]=1[NH2:10])[CH2:5][NH2:6]. Reported procedure: To 3-Chloro-4-aminobenzylamine (200 mg, 1.28 mmol) in methanol (5 mL) was added iodine monochloride (230 mg, 1.42 mmol). The mixture was stirred for 1 hour, then purified by HPLC to give 3-chloro-4-amino-5-iodobenzylamine (150 mg, 42%). RXN SMILES: [C:1]([C:4]1[C:11]([Cl:12])=[C:8]([C:9]#[N:10])[C:7]([NH2:13])=[CH:6][CH:5]=1)(=[O:3])[CH3:2].C1C(=O)N([Cl:21])C(=O)C1>>[C:1]([C:4]1[C:11]([Cl:12])=[C:8]([C:9]#[N:10])[C:7]([NH2:13])=[C:6]([Cl:21])[CH:5]=1)(=[O:3])[CH3:2]. Procedure: Using the procedure of example 42, 5-acetyl-6-chloroanthranilonitrile is chlorinated with NCS to afford 5-acetyl-3,6-dichloroanthranilonitrile, which is then converted to 3,6-dichloro-5-[2-(tert-butylamino)-1-hydroethyl]anthranilonitrile by the method of example 59. The reactants are C(C)(=O)C1=CC=C(C(C#N)=C1Cl)N (5-acetyl-6-chloroanthranilonitrile), C1CC(=O)N(C1=O)Cl (NCS). Product: C(C)(=O)C1=CC(=C(C(C#N)=C1Cl)N)Cl (5-acetyl-3,6-dichloroanthranilonitrile).